From a dataset of the Open Reaction Database (ORD), a public repository of structured organic reaction records. describe an organic reaction: reactants, conditions, products, and yield The reactants are BrC#CC=1N=CC=2NC3=CC=CC(=C3C2C1COC)OCC1=CC=CC=C1 (1-bromo-2-(5-benzyloxy-4-methoxymethyl-beta-carbolin-3-yl)acetylene), O (water), O1CCCC1 (tetrahydrofuran), solution, C(C)(C)(C)[Li] (tertbutyllithium). The solvent is CCCCC (pentane). Conditions: temperature -78 celsius, time 1 hour. Product: C(C1=CC=CC=C1)OC1=C2C=3C(=C(N=CC3NC2=CC=C1)C#C)COC (5-benzyloxy-3-ethinyl-4-methoxymethyl-beta-carboline). Yield: 42.0%. Reaction SMILES: Br[C:2]#[C:3][C:4]1[N:5]=[CH:6][C:7]2[NH:8][C:9]3[C:14]([C:15]=2[C:16]=1[CH2:17][O:18][CH3:19])=[C:13]([O:20][CH2:21][C:22]1[CH:27]=[CH:26][CH:25]=[CH:24][CH:23]=1)[CH:12]=[CH:11][CH:10]=3.O1CCCC1.C([Li])(C)(C)C.O>CCCCC>[CH2:21]([O:20][C:13]1[CH:12]=[CH:11][CH:10]=[C:9]2[C:14]=1[C:15]1[C:16]([CH2:17][O:18][CH3:19])=[C:4]([C:3]#[CH:2])[N:5]=[CH:6][C:7]=1[NH:8]2)[C:22]1[CH:27]=[CH:26][CH:25]=[CH:24][CH:23]=1. Procedure: A solution of 0.164 g of 1-bromo-2-(5-benzyloxy-4-methoxymethyl-beta-carbolin-3-yl)acetylene in 5 ml of abs. tetrahydrofuran is cooled under N2 atmosphere to -78° C. and mixed with 0.46 ml of a 1.4 molar solution of tertbutyllithium in pentane. After 1 hour stirring at -78° C. the reaction mixture is heated to room temperature and stirred for 1.5 hours more. Then it is carefully decomposed with water and extracted with dichloromethane. The organic phases are combined, dried and the solvent evapo... Starting materials: Br, O=C([O-])O, CC1=NN(c2ccc3c(c2)C(C)(C)CC3(C)C)C(=O)C1, CCO, Cl, O=N[O-], Nc1cccc(-c2cccc(C(=O)O)c2)c1O, [Na+], [Na+]. Reaction SMILES: [BrH:1].[C:43](=[O:44])([OH:45])[O-:46].[CH3:23][C:24]1=[N:28][N:27]([c:29]2[cH:30][c:31]3[c:35]([cH:36][cH:37]2)[C:34]([CH3:38])([CH3:39])[CH2:33][C:32]3([CH3:40])[CH3:41])[C:26](=[O:42])[CH2:25]1.[CH3:49][CH2:50][OH:51].[ClH:48].[N:19]([O-:20])=[O:21].[NH2:2][c:3]1[c:4]([OH:18])[c:5](-[c:9]2[cH:10][c:11]([C:15](=[O:16])[OH:17])[cH:12][cH:13][cH:14]2)[cH:6][cH:7][cH:8]1.[Na+:22].[Na+:47]>>[NH:2]([c:3]1[c:4]([OH:18])[c:5](-[c:9]2[cH:10][c:11]([C:15](=[O:16])[OH:17])[cH:12][cH:13][cH:14]2)[cH:6][cH:7][cH:8]1)[N:19]=[C:25]1[C:24]([CH3:23])=[N:28][N:27]([c:29]2[cH:30][c:31]3[c:35]([cH:36][cH:37]2)[C:34]([CH3:38])([CH3:39])[CH2:33][C:32]3([CH3:40])[CH3:41])[C:26]1=[O:42]. The product is CC1=NN(c2ccc3c(c2)C(C)(C)CC3(C)C)C(=O)C1=NNc1cccc(-c2cccc(C(=O)O)c2)c1O. Starting materials: COC1=CC=C(C=C1)CCCN=C=S (3-(4-Methoxyphenyl)propylisothiocyanate), [N-]=[N+]=[N-].[Na+] (sodium azide). The product is COC1=CC=C(C=C1)CCCN1N=NN=C1S (1-(3-(4-Methoxyphenyl)propyl)-5-mercaptotetrazole). Yield: 55.1%. As a reaction SMILES: [CH3:1][O:2][C:3]1[CH:8]=[CH:7][C:6]([CH2:9][CH2:10][CH2:11][N:12]=[C:13]=[S:14])=[CH:5][CH:4]=1.[N-:15]=[N+:16]=[N-:17].[Na+]>>[CH3:1][O:2][C:3]1[CH:8]=[CH:7][C:6]([CH2:9][CH2:10][CH2:11][N:12]2[C:13]([SH:14])=[N:17][N:16]=[N:15]2)=[CH:5][CH:4]=1 |f:1.2|. Procedure: 3-(4-Methoxyphenyl)propylisothiocyanate (0.0174 mol) and sodium azide (0.0261 mol) were reacted substantially as described in Example 7H to give 2.4 g (55%) of an orange oil. Starting materials: CCS, CN(C)C=O, Cl, [LiH], COc1ccc2c(c1)CC(CCc1ccccc1)O2. Product: Oc1ccc2c(c1)CC(CCc1ccccc1)O2. RXN SMILES: [CH2:1]([SH:2])[CH3:3].[CH3:25][N:26]([CH3:27])[CH:28]=[O:29].[ClH:24].[LiH:4].[c:5]1([CH2:11][CH2:12][CH:13]2[O:14][c:15]3[c:16]([cH:18][c:19]([O:22][CH3:23])[cH:20][cH:21]3)[CH2:17]2)[cH:6][cH:7][cH:8][cH:9][cH:10]1>>[c:5]1([CH2:11][CH2:12][CH:13]2[O:14][c:15]3[c:16]([cH:18][c:19]([OH:22])[cH:20][cH:21]3)[CH2:17]2)[cH:6][cH:7][cH:8][cH:9][cH:10]1. Reactants: halide, Br.COC1=CC=C(C=C1)/C=C/C=1C=C2C=NN(C(C2=CC1)=O)CCN(C)C (Trans-6-[2-(4-methoxyphenyl)ethenyl]-2-[2-(dimethylamino)ethyl]-phthalazin-1(2H)-one hydrobromide), BrC=1C=C2C=NN(C(C2=CC1)=O)CCCN(C)C (6-Bromo-2-[3-(dimethylamino)propyl]phthalazin-1(2H)-one), BrC=1C=C2C=NN(C(C2=CC1)=O)CCN(C)C (6-Bromo-2-[2-(dimethyamino)ethyl]phthalazin-1(2H)-one). Yields the product Br.COC1=CC=C(C=C1)/C=C/C=1C=C2C=NN(C(C2=CC1)=O)CCCN(C)C (Trans-6-[2-(4-methoxyphenyl)ethenyl]-2-[3-(dimethylamino)propyl]-phthalazin-1(2H)-one hydrobromide). Reaction SMILES: Br.[CH3:2][O:3][C:4]1[CH:9]=[CH:8][C:7](/[CH:10]=[CH:11]/[C:12]2[CH:13]=[C:14]3[C:19](=[CH:20][CH:21]=2)[C:18](=[O:22])[N:17]([CH2:23][CH2:24]N(C)C)[N:16]=[CH:15]3)=[CH:6][CH:5]=1.[Br:28]C1C=C2C(=CC=1)C(=O)N(CC[CH2:42][N:43]([CH3:45])[CH3:44])N=C2.BrC1C=C2C(=CC=1)C(=O)N(CCN(C)C)N=C2>>[BrH:28].[CH3:2][O:3][C:4]1[CH:9]=[CH:8][C:7](/[CH:10]=[CH:11]/[C:12]2[CH:13]=[C:14]3[C:19](=[CH:20][CH:21]=2)[C:18](=[O:22])[N:17]([CH2:23][CH2:24][CH2:42][N:43]([CH3:45])[CH3:44])[N:16]=[CH:15]3)=[CH:6][CH:5]=1 |f:0.1,4.5|. Procedure: The procedure used was identical to that used in preparing 6-[2-(4-methoxyphenyl)ethenyl]-2-[2-(dimethylamino)ethyl]phthalazin-1(2H)-one (Example III above), except that 6-Bromo-2-[3-(dimethylamino)propyl]phthalazin-1(2H)-one was substituted for 6-Bromo-2-[2-(dimethyamino)ethyl]phthalazin-1(2H)-one. The weight of product obtained from 102 gm starting halide was 104 gm after recrystallization from 50 ml of methoxyethanol. It melted at 232°-234° C. Reactants: CC1(C)OB(C=C2c3ccccc3CCn3cccc32)OC1(C)C, CS(=O)(=O)Nc1cccc(I)c1. The product is CS(=O)(=O)Nc1cccc(C=C2c3ccccc3CCn3cccc32)c1. RXN SMILES: [CH3:1][C:2]1([CH3:3])[C:4]([CH3:5])([CH3:6])[O:7][B:8]([CH:9]=[C:10]2[c:11]3[n:12]([cH:21][cH:22][cH:23]3)[CH2:13][CH2:14][c:15]3[c:16]2[cH:17][cH:18][cH:19][cH:20]3)[O:24]1.[I:25][c:26]1[cH:27][c:28]([NH:32][S:33](=[O:34])(=[O:35])[CH3:36])[cH:29][cH:30][cH:31]1>>[CH:9](=[C:10]1[c:11]2[n:12]([cH:21][cH:22][cH:23]2)[CH2:13][CH2:14][c:15]2[c:16]1[cH:17][cH:18][cH:19][cH:20]2)[c:26]1[cH:27][c:28]([NH:32][S:33](=[O:34])(=[O:35])[CH3:36])[cH:29][cH:30][cH:31]1. The product is C(C)(C)OC1=CC(=C(C(=N1)C)C1=CC(=C(C=C1)C1=C(C=NN1[C@@H]1COCC1)C(=O)OCC)[N+](=O)[O-])C (ethyl 5-[4-(6-isopropyloxy-2,4-dimethylpyridin-3-yl)-2-nitrophenyl]-1-[(S)-tetrahydrofuran-3-yl]-1H-pyrazole-4-carboxylate). Conditions: temperature 110 celsius, time 8 hour. Procedure: Ethyl 5-[2-nitro-4-(4,4,5,5-tetramethyl-1,3,2-dioxaborolan-2-yl)phenyl]-1-[(S)-tetrahydrofuran-3-yl]-1H-pyrazole-4-carboxylate obtained in Preparation Example 7-(2) (70 mg) was dissolved in a mixed solution of 1,4-dioxane (1 mL) and water (0.2 mL), and 3-bromo-6-isopropyloxy-2,4-dimethylpyridine (41.1 mg), Pd(PPh3)4 (17.7 mg) and cesium carbonate (150 mg) were added. The reaction mixture was stirred at 110° C. overnight. After returning the reaction mixture to room temperature, the reaction mixt... As a reaction SMILES: [N+:1]([C:4]1[CH:9]=[C:8](B2OC(C)(C)C(C)(C)O2)[CH:7]=[CH:6][C:5]=1[C:19]1[N:23]([C@H:24]2[CH2:28][CH2:27][O:26][CH2:25]2)[N:22]=[CH:21][C:20]=1[C:29]([O:31][CH2:32][CH3:33])=[O:30])([O-:3])=[O:2].Br[C:35]1[C:36]([CH3:46])=[N:37][C:38]([O:42][CH:43]([CH3:45])[CH3:44])=[CH:39][C:40]=1[CH3:41].C(=O)([O-])[O-].[Cs+].[Cs+]>O1CCOCC1.O.C1C=CC([P]([Pd]([P](C2C=CC=CC=2)(C2C=CC=CC=2)C2C=CC=CC=2)([P](C2C=CC=CC=2)(C2C=CC=CC=2)C2C=CC=CC=2)[P](C2C=CC=CC=2)(C2C=CC=CC=2)C2C=CC=CC=2)(C2C=CC=CC=2)C2C=CC=CC=2)=CC=1>[CH:43]([O:42][C:38]1[N:37]=[C:36]([CH3:46])[C:35]([C:8]2[CH:7]=[CH:6][C:5]([C:19]3[N:23]([C@H:24]4[CH2:28][CH2:27][O:26][CH2:25]4)[N:22]=[CH:21][C:20]=3[C:29]([O:31][CH2:32][CH3:33])=[O:30])=[C:4]([N+:1]([O-:3])=[O:2])[CH:9]=2)=[C:40]([CH3:41])[CH:39]=1)([CH3:45])[CH3:44] |f:2.3.4,^1:63,65,84,103|. Solvent: O1CCOCC1 (1,4-dioxane), O (water). Reagents/catalysts: C=1C=CC(=CC1)[P](C=2C=CC=CC2)(C=3C=CC=CC3)[Pd]([P](C=4C=CC=CC4)(C=5C=CC=CC5)C=6C=CC=CC6)([P](C=7C=CC=CC7)(C=8C=CC=CC8)C=9C=CC=CC9)[P](C=1C=CC=CC1)(C=1C=CC=CC1)C=1C=CC=CC1 (Pd(PPh3)4). Starting materials: [N+](=O)([O-])C1=C(C=CC(=C1)B1OC(C(O1)(C)C)(C)C)C1=C(C=NN1[C@@H]1COCC1)C(=O)OCC (Ethyl 5-[2-nitro-4-(4,4,5,5-tetramethyl-1,3,2-dioxaborolan-2-yl)phenyl]-1-[(S)-tetrahydrofuran-3-yl]-1H-pyrazole-4-carboxylate), BrC=1C(=NC(=CC1C)OC(C)C)C (3-bromo-6-isopropyloxy-2,4-dimethylpyridine), C([O-])([O-])=O.[Cs+].[Cs+] (cesium carbonate).